Task: describe an organic reaction: reactants, conditions, products, and yield. Dataset: the Open Reaction Database (ORD), a public repository of structured organic reaction records The reactants are [Br-], CCCC[N+](CCCC)(CCCC)CCCC, C=C1C(=O)C2CCN1CC2, Cl, O, Sc1ccccc1. Yields the product O=C1C2CCN(CC2)C1CSc1ccccc1. RXN SMILES: [Br-:20].[CH2:21]([N+:22]([CH2:23][CH2:24][CH2:25][CH3:26])([CH2:27][CH2:28][CH2:29][CH3:30])[CH2:31][CH2:32][CH2:33][CH3:34])[CH2:35][CH2:36][CH3:37].[CH2:2]=[C:3]1[N:4]2[CH2:5][CH2:6][CH:7]([C:8]1=[O:9])[CH2:10][CH2:11]2.[ClH:1].[OH2:12].[SH:13][c:14]1[cH:15][cH:16][cH:17][cH:18][cH:19]1>>[CH2:2]([CH:3]1[N:4]2[CH2:5][CH2:6][CH:7]([C:8]1=[O:9])[CH2:10][CH2:11]2)[S:13][c:14]1[cH:15][cH:16][cH:17][cH:18][cH:19]1. Starting materials: CC(C)(C)OC(=O)NC1CCN(C(=O)C2CCN(C(=O)OCc3ccccc3)CC2)C1, CO. The product is CC(C)(C)OC(=O)NC1CCN(C(=O)C2CCNCC2)C1. As a reaction SMILES: [C:1]([CH3:2])([CH3:3])([CH3:4])[O:5][C:6](=[O:7])[NH:8][CH:9]1[CH2:10][N:11]([C:14](=[O:15])[CH:16]2[CH2:17][CH2:18][N:19]([C:22]([O:23][CH2:24][c:25]3[cH:26][cH:27][cH:28][cH:29][cH:30]3)=[O:31])[CH2:20][CH2:21]2)[CH2:12][CH2:13]1.[CH3:32][OH:33]>>[C:1]([CH3:2])([CH3:3])([CH3:4])[O:5][C:6](=[O:7])[NH:8][CH:9]1[CH2:10][N:11]([C:14](=[O:15])[CH:16]2[CH2:17][CH2:18][NH:19][CH2:20][CH2:21]2)[CH2:12][CH2:13]1. Starting materials: COC(=O)Cc1ccc(OC)c(-c2ccc(C(F)(F)F)cc2C=O)c1, NC1CCc2ccccc21. The product is COC(=O)Cc1ccc(OC)c(-c2ccc(C(F)(F)F)cc2CNC2CCc3ccccc32)c1. As a reaction SMILES: [CH3:1][O:2][C:3]([CH2:4][c:5]1[cH:6][c:7](-[c:13]2[c:14]([CH:23]=[O:24])[cH:15][c:16]([C:19]([F:20])([F:21])[F:22])[cH:17][cH:18]2)[c:8]([O:11][CH3:12])[cH:9][cH:10]1)=[O:25].[NH2:26][CH:27]1[CH2:28][CH2:29][c:30]2[cH:31][cH:32][cH:33][cH:34][c:35]21>>[CH3:1][O:2][C:3]([CH2:4][c:5]1[cH:6][c:7](-[c:13]2[c:14]([CH2:23][NH:26][CH:27]3[CH2:28][CH2:29][c:30]4[cH:31][cH:32][cH:33][cH:34][c:35]43)[cH:15][c:16]([C:19]([F:20])([F:21])[F:22])[cH:17][cH:18]2)[c:8]([O:11][CH3:12])[cH:9][cH:10]1)=[O:25]. The reactants are C(C)(C)(C)[S@@](=O)N[C@H](C)C=1C=CC(=C(C(=O)OCC)C1)NS(=O)(=O)C (ethyl 5-((1R)-1-{[(R)-tert-butylsulfinyl]amino}ethyl)-2-[(methylsulfonyl)amino]benzoate), Cl.CO (hydrogenchloride methanol). Solvent: CO (methanol). Run at time 30 minute. Product: N[C@H](C)C=1C=CC(=C(C(=O)OCC)C1)NS(=O)(=O)C (ETHYL 5-[(1R)-1-AMINOETHYL]-2-[(METHYLSULFONYL)AMINO]BENZOATE). The yield is 98.4%. RXN SMILES: C([S@]([NH:7][C@@H:8]([C:10]1[CH:11]=[CH:12][C:13]([NH:21][S:22]([CH3:25])(=[O:24])=[O:23])=[C:14]([CH:20]=1)[C:15]([O:17][CH2:18][CH3:19])=[O:16])[CH3:9])=O)(C)(C)C.Cl.CO>CO>[NH2:7][C@@H:8]([C:10]1[CH:11]=[CH:12][C:13]([NH:21][S:22]([CH3:25])(=[O:24])=[O:23])=[C:14]([CH:20]=1)[C:15]([O:17][CH2:18][CH3:19])=[O:16])[CH3:9] |f:1.2|. Procedure: To a solution of ethyl 5-((1R)-1-{[(R)-tert-butylsulfinyl]amino}ethyl)-2-[(methylsulfonyl)amino]benzoate (4.3 g,11 mmol) in methanol (30 ml) was added hydrogenchloride-methanol solution (30 ml). The solution was stirred at room temperature for 30 minutes and then concentrated under reduced pressure. The given residue was recrystallized from methanol-diethyl ether. The precipitate was then filtered, washed with diethyl ether and collected to furnish 3.1 g (87% yield) of the title compound as a wh... The reactants are FC1(F)Oc2ccc(Br)cc2C1(F)F, CON(C)C(=O)C(F)(F)F, CCOCC, [Mg]. Yields the product O=C(c1ccc2c(c1)C(F)(F)C(F)(F)O2)C(F)(F)F. Reaction SMILES: [Br:1][c:2]1[cH:3][cH:4][c:5]2[c:6]([cH:14]1)[C:7]([F:12])([F:13])[C:8]([F:10])([F:11])[O:9]2.[CH3:16][O:17][N:18]([C:19]([C:20]([F:21])([F:22])[F:23])=[O:24])[CH3:25].[CH3:26][CH2:27][O:28][CH2:29][CH3:30].[Mg:15]>>[c:2]1([C:19]([C:20]([F:21])([F:22])[F:23])=[O:24])[cH:3][cH:4][c:5]2[c:6]([cH:14]1)[C:7]([F:12])([F:13])[C:8]([F:10])([F:11])[O:9]2. Reactants: O (Water), C1(CCCC1)COC=1C(=NC=C(C1)OC1=CC=CC=C1)N (3-Cyclopentylmethoxy-5-phenoxy-pyridine-2-ylamine), [NH4+].[OH-] (NH4OH), C(=S)(N1C=NC=C1)N1C=NC=C1 (1,1′-thiocarbonyldiimidazole). Solvent: C1CCOC1 (THF). Conditions: time 22 hour. The product is C1(CCCC1)COC=1C(=NC=C(C1)OC1=CC=CC=C1)NC(=S)N ((3-Cyclopentylmethoxy-5-phenoxy-pyridine-2-yl)-thiourea). Isolated yield 70.0%. Reaction SMILES: [CH:1]1([CH2:6][O:7][C:8]2[C:9]([NH2:21])=[N:10][CH:11]=[C:12]([O:14][C:15]3[CH:20]=[CH:19][CH:18]=[CH:17][CH:16]=3)[CH:13]=2)[CH2:5][CH2:4][CH2:3][CH2:2]1.[C:22](N1C=CN=C1)([N:24]1C=CN=C1)=[S:23].[NH4+].[OH-].O>C1COCC1>[CH:1]1([CH2:6][O:7][C:8]2[C:9]([NH:21][C:22]([NH2:24])=[S:23])=[N:10][CH:11]=[C:12]([O:14][C:15]3[CH:20]=[CH:19][CH:18]=[CH:17][CH:16]=3)[CH:13]=2)[CH2:2][CH2:3][CH2:4][CH2:5]1 |f:2.3|. Reported procedure: 3-Cyclopentylmethoxy-5-phenoxy-pyridine-2-ylamine (0.97 mmol) is dissolved in THF (10 ml) and 1,1′-thiocarbonyldiimidazole (4 eq.) is added. The reaction solution is stirred 22 hours. 32% NH4OH (20 eq.) is added and stirred 2 hours at room temperature. Water (250 ml) is added and extracted with dichloromethane. The combined organic layers are washed with brine and dried over MgSO4. The solvent is removed in vacuo. (3-Cyclopentylmethoxy-5-phenoxy-pyridine-2-yl)-thiourea is obtained as yellow soli... Starting materials: [BH4-].[Na+] (sodium borohydride), COC1=CC=C(C2=CC3=CC=CC=C3C=C12)OC (1,4-dimethoxyanthracene), [BH4-].[Na+] (sodium borohydride), C=1C=CC2=C(C1)C(=O)C3=C(C=CC(=C3C2=O)O)O (quinizarin), diketo. Run in CO (MeOH), COCCOCCOC (diglyme). Yields the product C1(C=CC(C2=CC3=CC=CC=C3C=C12)=O)=O (1,4-anthraquinone). The yield is 95.0%. Reaction SMILES: C[O:2][C:3]1[C:16]2[C:7](=[CH:8][C:9]3[C:14]([CH:15]=2)=[CH:13][CH:12]=[CH:11][CH:10]=3)[C:6]([O:17]C)=[CH:5][CH:4]=1.C1C=CC2C(=O)C3C(=C(O)C=CC=3O)C(=O)C=2C=1.[BH4-].[Na+]>COCCOCCOC.CO>[C:3]1(=[O:2])[C:16]2[C:7](=[CH:8][C:9]3[C:14]([CH:15]=2)=[CH:13][CH:12]=[CH:11][CH:10]=3)[C:6](=[O:17])[CH:5]=[CH:4]1 |f:2.3|. Procedure: Although the preparation of 1,4-dimethoxyanthracene (1) has been reported (Criswell, et al., J. Org. Chem. 1974, 39, 770-774) by using methylation of quinizarin (3) followed by sequential reduction of the diketo function with sodium borohydride in diglyme, the difficulty in the reduction steps prompted us to investigate an easier method in the preparation of 1. Reduction of 3 with sodium borohydride in MeOH followed by quenching with HCl gave a 95% yield of 1,4-anthraquinone (4) (Scheme 2). Redu...